Dataset: the Open Reaction Database (ORD), a public repository of structured organic reaction records. Task: describe an organic reaction: reactants, conditions, products, and yield Starting materials: ClC=1N=C(C2=C(N1)C=CC(=N2)CN2CC(CC2)(C)C)N2CCOCC2 (4-(2-chloro-6-((3,3-dimethylpyrrolidin-1-yl)methyl)pyrido[3,2-d]pyrimidin-4-yl)morpholine), [Si](C)(C)(C(C)(C)C)N1C=CC2=C(C(=CC=C12)F)B1OC(C(O1)(C)C)(C)C (1-(tert-butyldimethylsilyl)-5-fluoro-4-(4,4,5,5-tetramethyl-1,3,2-dioxaborolan-2-yl)-1H-indole). Reported procedure: 4-(2-chloro-6-((3,3-dimethylpyrrolidin-1-yl)methyl)pyrido[3,2-d]pyrimidin-4-yl)morpholine (0.28 g) was reacted with 1-(tert-butyldimethylsilyl)-5-fluoro-4-(4,4,5,5-tetramethyl-1,3,2-dioxaborolan-2-yl)-1H-indole via General Procedure A to produce 70.2 mg of 144 following reverse phase HPLC purification. MS (Q1) 461.2 (M)+ RXN SMILES: Cl[C:2]1[N:3]=[C:4]([N:20]2[CH2:25][CH2:24][O:23][CH2:22][CH2:21]2)[C:5]2[N:11]=[C:10]([CH2:12][N:13]3[CH2:17][CH2:16][C:15]([CH3:19])([CH3:18])[CH2:14]3)[CH:9]=[CH:8][C:6]=2[N:7]=1.[Si]([N:33]1[C:41]2[C:36](=[C:37](B3OC(C)(C)C(C)(C)O3)[C:38]([F:42])=[CH:39][CH:40]=2)[CH:35]=[CH:34]1)(C(C)(C)C)(C)C>>[CH3:18][C:15]1([CH3:19])[CH2:16][CH2:17][N:13]([CH2:12][C:10]2[CH:9]=[CH:8][C:6]3[N:7]=[C:2]([C:37]4[C:38]([F:42])=[CH:39][CH:40]=[C:41]5[C:36]=4[CH:35]=[CH:34][NH:33]5)[N:3]=[C:4]([N:20]4[CH2:25][CH2:24][O:23][CH2:22][CH2:21]4)[C:5]=3[N:11]=2)[CH2:14]1. The product is CC1(CN(CC1)CC=1C=CC=2N=C(N=C(C2N1)N1CCOCC1)C1=C2C=CNC2=CC=C1F)C (4-(6-((3,3-dimethylpyrrolidin-1-yl)methyl)-2-(5-fluoro-1H-indol-4-yl)pyrido[3,2-d]pyrimidin-4-yl)morpholine). The reactants are ClC1=CC=C2C=3C=CC(=CC3CC2=C1)C(CC1=CC=C(C=C1)Cl)(CCl)O (2-(7-chlorofluoren-2-yl)-3-chloro-1-(4-chlorophenyl)-propan-2-ol), O (water), N1C=NC=C1 (imidazole), C[O-].[Na+] (sodium methylate). The solvent is CN(C=O)C (dimethylformamide), CO (methanol). Conditions: temperature 60 celsius. Product: ClC1=CC=C2C=3C=CC(=CC3CC2=C1)C(CC1=CC=C(C=C1)Cl)(CN1C=NC=C1)O (2-(7-chlorofluoren-2-yl)-1-(4-chlorophenyl)-3-(imidazol-1-yl)-propan-2-ol). The yield is 62.5%. RXN SMILES: [NH:1]1[CH:5]=[CH:4][N:3]=[CH:2]1.C[O-].[Na+].[Cl:9][C:10]1[CH:22]=[C:21]2[C:13]([C:14]3[CH:15]=[CH:16][C:17]([C:23]([OH:34])([CH2:32]Cl)[CH2:24][C:25]4[CH:30]=[CH:29][C:28]([Cl:31])=[CH:27][CH:26]=4)=[CH:18][C:19]=3[CH2:20]2)=[CH:12][CH:11]=1.O>CO.CN(C)C=O>[Cl:9][C:10]1[CH:22]=[C:21]2[C:13]([C:14]3[CH:15]=[CH:16][C:17]([C:23]([OH:34])([CH2:32][N:1]4[CH:5]=[CH:4][N:3]=[CH:2]4)[CH2:24][C:25]4[CH:26]=[CH:27][C:28]([Cl:31])=[CH:29][CH:30]=4)=[CH:18][C:19]=3[CH2:20]2)=[CH:12][CH:11]=1 |f:1.2|. Procedure details: 9 g (0.12 mol) of imidazole are added to a solution of 4.2 g (0.078 mols) of sodium methylate in 22 ml of methanol; a solution of 2-(7-chlorofluoren-2-yl)-3-chloro-1-(4-chlorophenyl)-propan-2-ol in 45 ml of dimethylformamide is then added dropwise and the mixture is warmed to 60° C. for 90 minutes. The mixture is poured into 2,000 ml of water, the crystalline mass which has separated out is dissolved in methylene chloride, the solution is washed with water, dried over sodium sulphate and filtere... The reactants are O=[O+][O-] (Ozone), FC1=C(C=C(C=C1)F)C1(CCC(CC1)NS(=O)(=O)C(F)(F)F)S(=O)(=O)C1=CC=C(C=C1)C=C (trifluoromethanesulfonic acid, N-[4-(2,5-difluorophenyl)-4-(4-vinylbenzenesulfonyl)-cyclohexyl]-amide), CSC (dimethyl sulfide). Run in ClCCl.CO (dichloromethane methanol). Run at time 16 hour. Product: FC1=C(C=C(C=C1)F)C1(CCC(CC1)NS(=O)(=O)C(F)(F)F)S(=O)(=O)C1=CC=C(C=C1)C=O (trifluoromethanesulfonic acid, N-[4-(2,5-difluorophenyl)-4-(4-formylbenzenesulfonyl)-cyclohexyl]-amide). Reaction SMILES: [O:1]=[O+][O-].[F:4][C:5]1[CH:10]=[CH:9][C:8]([F:11])=[CH:7][C:6]=1[C:12]1([S:26]([C:29]2[CH:34]=[CH:33][C:32]([CH:35]=C)=[CH:31][CH:30]=2)(=[O:28])=[O:27])[CH2:17][CH2:16][CH:15]([NH:18][S:19]([C:22]([F:25])([F:24])[F:23])(=[O:21])=[O:20])[CH2:14][CH2:13]1.CSC>ClCCl.CO>[F:4][C:5]1[CH:10]=[CH:9][C:8]([F:11])=[CH:7][C:6]=1[C:12]1([S:26]([C:29]2[CH:34]=[CH:33][C:32]([CH:35]=[O:1])=[CH:31][CH:30]=2)(=[O:28])=[O:27])[CH2:17][CH2:16][CH:15]([NH:18][S:19]([C:22]([F:25])([F:24])[F:23])(=[O:21])=[O:20])[CH2:14][CH2:13]1 |f:3.4|. Reported procedure: Ozone was bubbled through a solution of the product of Example 79 (2.5 g, 4.9 mmol) in dichloromethane/methanol (125 ml/25 ml) at −78° C. until a blue colour was observed. Oxygen was bubbled through the mixture for 10 minutes until the blue colour disappeared. The mixture was quenched with dimethyl sulfide (2.16 ml, 29.5 mmol), allowed to warm to room temperature and stirred for 16 hours. The mixture was concentrated in vacuo to give an oil (2.80 g), which was chromatographed on silica, eluting ... Starting materials: ClCC(=O)OCC (ethyl chloroacetate), C(CN)N (ethylenediamine), C[O-].[Na+] (sodium methoxide), C(C1=CC=CC=C1)Cl (benzyl chloride), C([O-])([O-])=O.[Na+].[Na+] (sodium carbonate). The solvent is C(C)O (ethanol), C(C)O (ethanol), CO (methanol), C(C)O (ethanol). Reaction conditions: time 8 hour. Yields the product C1(=CC=CC=C1)CN1CC(NCC1)=O (4-(phenylmethyl)piperazinone). RXN SMILES: ClCC([O:5][CH2:6][CH3:7])=O.[CH2:8]([NH2:11])[CH2:9][NH2:10].C[O-].[Na+].[CH2:15](Cl)[C:16]1[CH:21]=[CH:20][CH:19]=[CH:18][CH:17]=1.C(=O)([O-])[O-].[Na+].[Na+]>C(O)C.CO>[C:16]1([CH2:15][N:10]2[CH2:9][CH2:8][NH:11][C:6](=[O:5])[CH2:7]2)[CH:21]=[CH:20][CH:19]=[CH:18][CH:17]=1 |f:2.3,5.6.7|. Procedure: A solution of ethyl chloroacetate (204 g., 1.67 mole) in ethanol (500 ml.) is added to a stirred solution of ethylenediamine (600 g., 10 mole) in ethanol (3 l.) at 0°. After addition is complete the solution is allowed to warm to 20°-25°. After 5 hours a solution of sodium methoxide (90.0 g., 1.67 mole) in methanol (200 ml.) is added and the solution is stirred overnight, filtered to remove inorganic salts and evaporated to remove solvent and unreacted ethylenediamine. The residual oil (189 g.) ... Isolated yield 96.5%. Run at temperature 60 celsius, time 1 hour. Product: BrC1=CC=C(C2=CC=CC=C12)OCCN1CCCCC1 (1-[2-(4-bromonaphthalen-1-yloxy)ethyl]piperidine). Solvent: CN(C=O)C (N,N-dimethylformamide). Procedure details: To a solution of 4-bromonaphthalen-1-ol (1.1 g) in N,N-dimethylformamide (30 ml) were sequentially added potassium carbonate (1.0 g) and 1-(2-chloroethyl)piperidine (1.1 g), and the solution was stirred for 1 hour at 60° C. Water was added thereto followed by stirring, the solution was extracted with ethyl acetate, then sequentially washed with water and brine, dried over anhydrous magnesium sulfate, and the solvent was then evaporated in vacuo. The residue was purified by NH silica gel column c... Reactants: BrC1=CC=C(C2=CC=CC=C12)O (4-bromonaphthalen-1-ol), O (Water), C([O-])([O-])=O.[K+].[K+] (potassium carbonate), ClCCN1CCCCC1 (1-(2-chloroethyl)piperidine). Reaction SMILES: [Br:1][C:2]1[C:11]2[C:6](=[CH:7][CH:8]=[CH:9][CH:10]=2)[C:5]([OH:12])=[CH:4][CH:3]=1.C(=O)([O-])[O-].[K+].[K+].Cl[CH2:20][CH2:21][N:22]1[CH2:27][CH2:26][CH2:25][CH2:24][CH2:23]1.O>CN(C)C=O>[Br:1][C:2]1[C:11]2[C:6](=[CH:7][CH:8]=[CH:9][CH:10]=2)[C:5]([O:12][CH2:20][CH2:21][N:22]2[CH2:27][CH2:26][CH2:25][CH2:24][CH2:23]2)=[CH:4][CH:3]=1 |f:1.2.3|.